Dataset: the Open Reaction Database (ORD), a public repository of structured organic reaction records. Task: describe an organic reaction: reactants, conditions, products, and yield The reactants are CCCCP(CCCC)CCCC, C1CCOC1, Cc1ccccc1, OC(CC1CCCCC1)c1ccc(-c2ccc(C(F)(F)F)cc2)nc1, O=C(N=NC(=O)N1CCCCC1)N1CCCCC1, COC(=O)c1ccc(S)cc1. The product is COC(=O)c1ccc(SC(CC2CCCCC2)c2ccc(-c3ccc(C(F)(F)F)cc3)nc2)cc1. RXN SMILES: [CH2:44]([P:45]([CH2:46][CH2:47][CH2:48][CH3:49])[CH2:50][CH2:51][CH2:52][CH3:53])[CH2:54][CH2:55][CH3:56].[CH2:68]1[O:69][CH2:70][CH2:71][CH2:72]1.[CH3:73][c:74]1[cH:75][cH:76][cH:77][cH:78][cH:79]1.[CH:1]1([CH2:7][CH:8]([OH:9])[c:10]2[cH:11][n:12][c:13](-[c:16]3[cH:17][cH:18][c:19]([C:22]([F:23])([F:24])[F:25])[cH:20][cH:21]3)[cH:14][cH:15]2)[CH2:2][CH2:3][CH2:4][CH2:5][CH2:6]1.[N:26]([C:27]([N:28]1[CH2:29][CH2:30][CH2:31][CH2:32][CH2:33]1)=[O:34])=[N:35][C:36]([N:37]1[CH2:38][CH2:39][CH2:40][CH2:41][CH2:42]1)=[O:43].[SH:57][c:58]1[cH:59][cH:60][c:61]([C:62](=[O:63])[O:64][CH3:65])[cH:66][cH:67]1>>[CH:1]1([CH2:7][CH:8]([c:10]2[cH:11][n:12][c:13](-[c:16]3[cH:17][cH:18][c:19]([C:22]([F:23])([F:24])[F:25])[cH:20][cH:21]3)[cH:14][cH:15]2)[S:57][c:58]2[cH:59][cH:60][c:61]([C:62](=[O:63])[O:64][CH3:65])[cH:66][cH:67]2)[CH2:2][CH2:3][CH2:4][CH2:5][CH2:6]1. Reactants: Clc1cccc2[nH]ccc12, N#CCc1c[nH]c2cccc(Cl)c12, O=C=NS(=O)(=O)Cl, ClCCl. Product: N#CCc1cn(C(N)=O)c2cccc(Cl)c12. Reaction SMILES: [Cl:14][c:15]1[cH:16][cH:17][cH:18][c:19]2[c:20]1[cH:21][cH:22][nH:23]2.[Cl:1][c:2]1[c:3]2[c:4]([CH2:11][C:12]#[N:13])[cH:5][nH:6][c:7]2[cH:8][cH:9][cH:10]1.[Cl:24][S:25](=[O:26])(=[O:27])[N:28]=[C:29]=[O:30].[Cl:31][CH2:32][Cl:33]>>[Cl:1][c:2]1[c:3]2[c:4]([CH2:11][C:12]#[N:13])[cH:5][n:6]([C:29]([NH2:28])=[O:30])[c:7]2[cH:8][cH:9][cH:10]1. Reactants: c12c(C(NC1=O)=O)cccc2, N1(C[C@H]2[C@@H](CC1)O2)Cc1ccccc1. Reagents/catalysts: c1ccc(cc1)-c2c3ccccc3cc4ccccc24 (9-Phenylanthracene), CC1=CC=C(C=C1)S(=O)(=O)O (pTSA). Run in C(Cl)Cl (dichloromethane). Reaction conditions: temperature 65 celsius, time 18 hour. Product: O[C@H]1CN(Cc2ccccc2)CC[C@@H]1N3C(=O)c4ccccc4C3=O. RXN SMILES: [CH2:1]([c:9]1[cH:14][cH:13][cH:12][cH:11][cH:10]1)[N:2]2[CH2:8][C@@H:7]([C@H:5]3[CH2:4][CH2:3]2)[O:6]3.[O:15]=[C:16]1[c:25]([c:20]2[C:18](=[O:19])[NH:17]1)[cH:24][cH:23][cH:22][cH:21]2>>[OH:6][C@@H:7]1[C@@H:5]([N:17]2[C:18](=[O:19])[c:20]([c:25]3[C:16]2=[O:15])[cH:21][cH:22][cH:23][cH:24]3)[CH2:4][CH2:3][N:2]([CH2:1][c:9]4[cH:14][cH:13][cH:12][cH:11][cH:10]4)[CH2:8]1. Reactants: O=C([O-])[O-], CCCCC(O)C(C(=O)NC(Cc1c[nH]c2ccccc12)C(=O)O)c1ccc2c(c1)OCO2, CCI, CN(C)C=O, CCOC(C)=O, [K+], [K+]. Yields the product CCCCC(O)C(C(=O)NC(Cc1c[nH]c2ccccc12)C(=O)OCC)c1ccc2c(c1)OCO2. RXN SMILES: [C:34](=[O:35])([O-:36])[O-:37].[CH2:1]1[O:2][c:3]2[cH:4][c:5]([CH:10]([C:11](=[O:12])[NH:13][CH:14]([CH2:15][c:16]3[cH:17][nH:18][c:19]4[cH:20][cH:21][cH:22][cH:23][c:24]34)[C:25](=[O:26])[OH:27])[CH:28]([CH2:29][CH2:30][CH2:31][CH3:32])[OH:33])[cH:6][cH:7][c:8]2[O:9]1.[CH2:40]([CH3:41])[I:42].[CH3:43][N:44]([CH3:45])[CH:46]=[O:47].[CH3:48][CH2:49][O:50][C:51](=[O:52])[CH3:53].[K+:38].[K+:39]>>[CH2:1]1[O:2][c:3]2[cH:4][c:5]([CH:10]([C:11](=[O:12])[NH:13][CH:14]([CH2:15][c:16]3[cH:17][nH:18][c:19]4[cH:20][cH:21][cH:22][cH:23][c:24]34)[C:25]([O:26][CH2:40][CH3:41])=[O:27])[CH:28]([CH2:29][CH2:30][CH2:31][CH3:32])[OH:33])[cH:6][cH:7][c:8]2[O:9]1. The reactants are COC=1C=C(C=CC1)C1C(CCC1)O (2-(3-methoxyphenyl)-cyclopentanol), [Cr](=O)(=O)(O)Cl.N1=CC=CC=C1 (pyridine chlorochromate). Solvent: C(Cl)Cl (methylene chloride). Run at time 1.5 hour. Product: COC=1C=C(C=CC1)C1C(CCC1)=O (2-(3-Methoxyphenyl)-cyclopentanone). The yield is 69131.8%. RXN SMILES: [CH3:1][O:2][C:3]1[CH:4]=[C:5]([CH:9]2[CH2:13][CH2:12][CH2:11][CH:10]2[OH:14])[CH:6]=[CH:7][CH:8]=1.[Cr](Cl)(O)(=O)=O.N1C=CC=CC=1>C(Cl)Cl>[CH3:1][O:2][C:3]1[CH:4]=[C:5]([CH:9]2[CH2:13][CH2:12][CH2:11][C:10]2=[O:14])[CH:6]=[CH:7][CH:8]=1 |f:1.2|. Procedure details: To a solution of 2-(3-methoxyphenyl)-cyclopentanol (6.4 g, 0.033 mmoles) in 140 ml of methylene chloride, add a mixture of pyridine chlorochromate (14.4 g, 0.066 mmoles), and silica gel (14.4 g). After 1.5 hours, an equivalent amount of oxidizing agent and silica gel is added and the reaction is stirred an additional 3.5 hours. Reduce the solvent in half in vacuo at 35° C. and chromatograph on silica with 3-1 hexanes-ethyl acetate to yield 4.34 g of the titled compound. 1H NMR (CDCl3): 7.25 (m, ... The reactants are O1CCOCC1 (dioxane), COC(CCCN1C[C@@H](CC1)OC1=CC=C(C=C1)OC1=CC=C(C=C1)Cl)=O (4-{(R)-3-[4-(4-Chloro-phenoxy)-phenoxy]-pyrrolidin-1-yl}-butyric acid methyl ester), Cl (HCl), [OH-].[Na+] (NaOH), O (water). Solvent: CO (methanol), ClCCl (dichloromethane). Conditions: temperature 60 celsius, time 15 minute. The product is Cl.ClC1=CC=C(OC2=CC=C(O[C@H]3CN(CC3)CCCC(=O)O)C=C2)C=C1 (4-{(R)-3-[4-(4-Chloro-phenoxy)-phenoxy]-pyrrolidin-1-yl}-butyric acid HCl). Isolated yield 94.0%. RXN SMILES: C[O:2][C:3](=[O:27])[CH2:4][CH2:5][CH2:6][N:7]1[CH2:11][CH2:10][C@@H:9]([O:12][C:13]2[CH:18]=[CH:17][C:16]([O:19][C:20]3[CH:25]=[CH:24][C:23]([Cl:26])=[CH:22][CH:21]=3)=[CH:15][CH:14]=2)[CH2:8]1.[OH-].[Na+].O.Cl.O1CCOCC1>ClCCl.CO>[ClH:26].[Cl:26][C:23]1[CH:24]=[CH:25][C:20]([O:19][C:16]2[CH:15]=[CH:14][C:13]([O:12][C@@H:9]3[CH2:10][CH2:11][N:7]([CH2:6][CH2:5][CH2:4][C:3]([OH:27])=[O:2])[CH2:8]3)=[CH:18][CH:17]=2)=[CH:21][CH:22]=1 |f:1.2,8.9|. Procedure details: 4-{(R)-3-[4-(4-Chloro-phenoxy)-phenoxy]-pyrrolidin-1-yl}-butyric acid methyl ester (86.8 mg, 0.222 mmol) was taken into 1.029N NaOH solution in water (0.433 mL, 0.445 mmol), and methanol (2 mL). The reaction was sealed and heated to 60° C. and left to react for 24 h. The reaction was concentrated to dryness and taken into 4N HCl in dioxane (0.111 ml, 0.445 mmol) and dichloromethane (1 mL). The reaction was stirred for 15 minutes, and then concentrated to dryness. The residue was taken into dichl... Reactants: FC1=C(C=CC=C1)C1NCCC1 ((RS)-2-(2-fluoro-phenyl)-pyrrolidine), FC1=CC=C(C=C1)S(=O)(=O)Cl (4-fluoro-benzenesulfonyl chloride). Yields the product FC1=CC=C(C=C1)S(=O)(=O)N1C(CCC1)C1=C(C=CC=C1)F ((RS)-1-(4-Fluoro-benzenesulfonyl)-2-(2-fluoro-phenyl)-pyrrolidine). RXN SMILES: [F:1][C:2]1[CH:7]=[CH:6][CH:5]=[CH:4][C:3]=1[CH:8]1[CH2:12][CH2:11][CH2:10][NH:9]1.[F:13][C:14]1[CH:19]=[CH:18][C:17]([S:20](Cl)(=[O:22])=[O:21])=[CH:16][CH:15]=1>>[F:13][C:14]1[CH:19]=[CH:18][C:17]([S:20]([N:9]2[CH2:10][CH2:11][CH2:12][CH:8]2[C:3]2[CH:4]=[CH:5][CH:6]=[CH:7][C:2]=2[F:1])(=[O:22])=[O:21])=[CH:16][CH:15]=1. Procedure: The title compound, white solid, m.p. 108° C. and MS: m/e=324.2 (M+H+) was prepared in accordance with the general method of example 1e from (RS)-2-(2-fluoro-phenyl)-pyrrolidine and 4-fluoro-benzenesulfonyl chloride. The reactants are O=C(OC(Cl)(Cl)Cl)OC(Cl)(Cl)Cl, CCN(C(C)C)C(C)C, CC(C)(C)CN, ClCCl, CCC(C)NC(=O)c1cccc(CN2CCN(C(=O)c3ccc(N)c(F)c3)CC2)c1. The product is CCC(C)NC(=O)c1cccc(CN2CCN(C(=O)c3ccc(NC(=O)NCC(C)(C)C)c(F)c3)CC2)c1. RXN SMILES: [C:1]([O:2][C:3]([Cl:4])([Cl:5])[Cl:6])([O:7][C:8]([Cl:9])([Cl:10])[Cl:11])=[O:12].[CH2:43]([N:44]([CH:45]([CH3:46])[CH3:47])[CH:48]([CH3:49])[CH3:50])[CH3:51].[CH3:52][C:53]([CH2:54][NH2:55])([CH3:56])[CH3:57].[Cl:58][CH2:59][Cl:60].[NH2:13][c:14]1[c:15]([F:42])[cH:16][c:17]([C:18](=[O:19])[N:20]2[CH2:21][CH2:22][N:23]([CH2:26][c:27]3[cH:28][c:29]([C:30](=[O:31])[NH:32][CH:33]([CH3:34])[CH2:35][CH3:36])[cH:37][cH:38][cH:39]3)[CH2:24][CH2:25]2)[cH:40][cH:41]1>>[C:1](=[O:12])([NH:13][c:14]1[c:15]([F:42])[cH:16][c:17]([C:18](=[O:19])[N:20]2[CH2:21][CH2:22][N:23]([CH2:26][c:27]3[cH:28][c:29]([C:30](=[O:31])[NH:32][CH:33]([CH3:34])[CH2:35][CH3:36])[cH:37][cH:38][cH:39]3)[CH2:24][CH2:25]2)[cH:40][cH:41]1)[NH:55][CH2:54][C:53]([CH3:52])([CH3:56])[CH3:57]. Reactants: NCC1=CC=C(C=C1)CO ((4-aminomethyl-phenyl)-methanol), ON1N=NC2=C1C=CC=C2 (1-hydroxybenzotriazole), CN1CCOCC1 (4-methyl morpholine), CCN=C=NCCCN(C)C.Cl (EDCl). Yields the product OCC1=CC=C(CNC(=O)C2=NC=CC=C2)C=C1 (Pyridine-2-carboxylic Acid 4-hydroxymethyl-benzylamide). Yield: 95.0%. RXN SMILES: [NH2:1][CH2:2][C:3]1[CH:8]=[CH:7][C:6]([CH2:9][OH:10])=[CH:5][CH:4]=1.ON1[C:16]2[CH:17]=[CH:18][CH:19]=[CH:20][C:15]=2[N:14]=N1.CN1CC[O:25]CC1.CCN=C=NCCCN(C)C.Cl>>[OH:10][CH2:9][C:6]1[CH:7]=[CH:8][C:3]([CH2:2][NH:1][C:20]([C:19]2[CH:18]=[CH:17][CH:16]=[CH:15][N:14]=2)=[O:25])=[CH:4][CH:5]=1 |f:3.4|. Reported procedure: Using General Procedure F: Reaction of (4-aminomethyl-phenyl)-methanol (200 mg, 1.46 mmol, 1-hydroxybenzotriazole (218 mg, 1.61 mmol), 4-methyl morpholine (241 μL, 2.19 mmol), and EDCl (309 mg, 1.61 mmol) for 2 h at room temperature gave the title compound (335 mg, 95%) as a yellow oil. 1H NMR (300 MHz, CDCl3) δ 4.67 (d, 2H, J=6.0 Hz), 4.69 (s, 2H), 7.36 (br s, 4H), 7.43-7.44 (m, 1H), 7.85-7.86 (m, 1H), 8.24 (d, 1H, J=9.0 Hz), 8.52 (br s, 1H), 8.52 (d, 1H, J=3.0 Hz). ES-MS m/z 243 (M+H).